This data is from the Open Reaction Database (ORD), a public repository of structured organic reaction records. The task is: describe an organic reaction: reactants, conditions, products, and yield Reactants: NC1=C(C=C(C=C1C(F)(F)F)C(CO)NC(C)(C)C)Cl (2-(4-amino-3-chloro-5-trifluoromethylphenyl)-2-tert-butylaminoethanol), crude product. The solvent is C(C)OCC (diethyl ether), C(C)O (ethanol). Yields the product Cl.NC1=C(C=C(C=C1C(F)(F)F)C(CO)NC(C)(C)C)Cl (2-(4-amino-3-chloro-5-trifluoromethyl-phenyl)-2-tert-butylaminoethanol hydrochloride). The yield is 80.0%. Reaction SMILES: [NH2:1][C:2]1[C:7]([C:8]([F:11])([F:10])[F:9])=[CH:6][C:5]([CH:12]([NH:15][C:16]([CH3:19])([CH3:18])[CH3:17])[CH2:13][OH:14])=[CH:4][C:3]=1[Cl:20]>C(OCC)C.C(O)C>[ClH:20].[NH2:1][C:2]1[C:7]([C:8]([F:10])([F:11])[F:9])=[CH:6][C:5]([CH:12]([NH:15][C:16]([CH3:18])([CH3:17])[CH3:19])[CH2:13][OH:14])=[CH:4][C:3]=1[Cl:20] |f:3.4|. Reported procedure: 1.0 g of 2-(4-amino-3-chloro-5-trifluoromethylphenyl)-2-tert-butylaminoethanol was dissolved in 20 ml of diethyl ether and filtered. Saturated solution of hydrogen chloride in isopropanol was added dropwise and acidified to pH=2. The precipitate was collected by filtration, washed with anhydrous ether, and dried to give crude 2-(4-amino-3-chloro-5-trifluoromethyl-phenyl)-2-tert-butylaminoethanol hydrochloride. The crude product was dissolved in absolute ethanol at a ratio of 1:5 w/v. Filtered, a... Reactants: COC(=O)CC(C)=O, Cc1ccccc1, C=CCO, O=[Sn]. Product: C=CCOC(=O)CC(C)=O. Reaction SMILES: [C:1]([CH2:2][C:3](=[O:4])[CH3:5])(=[O:6])[O:7][CH3:8].[CH3:15][c:16]1[cH:17][cH:18][cH:19][cH:20][cH:21]1.[OH:9][CH2:10][CH:11]=[CH2:12].[Sn:13]=[O:14]>>[C:1]([CH2:2][C:3](=[O:4])[CH3:5])(=[O:6])[O:7][CH2:8][CH:10]=[CH2:11]. Reactants: C(C)(=O)N(C1=C(C(=O)OC)C=CC(=C1)C(=O)OC)CC1=C(C=C(C=C1)Cl)Cl (dimethyl 2-((N-acetyl)-(2,4-dichlorobenzyl)amino)terephthalate), [OH-].[Na+] (sodium hydroxide), Cl (hydrochloric acid). Run in CO (methanol). Run at temperature 60 celsius. Yields the product C(C)(=O)N(C1=C(C(=O)O)C=CC(=C1)C(=O)O)CC1=C(C=C(C=C1)Cl)Cl (2-((N-Acetyl)-(2,4-dichlorobenzyl)amino)terephthalic acid). Yield: 97.9%. Reaction SMILES: [C:1]([N:4]([CH2:19][C:20]1[CH:25]=[CH:24][C:23]([Cl:26])=[CH:22][C:21]=1[Cl:27])[C:5]1[CH:14]=[C:13]([C:15]([O:17]C)=[O:16])[CH:12]=[CH:11][C:6]=1[C:7]([O:9]C)=[O:8])(=[O:3])[CH3:2].[OH-].[Na+].Cl>CO>[C:1]([N:4]([CH2:19][C:20]1[CH:25]=[CH:24][C:23]([Cl:26])=[CH:22][C:21]=1[Cl:27])[C:5]1[CH:14]=[C:13]([C:15]([OH:17])=[O:16])[CH:12]=[CH:11][C:6]=1[C:7]([OH:9])=[O:8])(=[O:3])[CH3:2] |f:1.2|. Procedure details: A mixture of dimethyl 2-((N-acetyl)-(2,4-dichlorobenzyl)amino)terephthalate (2.05 g) and 10% aqueous sodium hydroxide solution (8.00 g) in methanol (20 ml) was heated at 60° C. for 1 hr. After cooling, concentrated hydrochloric acid was added to acidify the reaction mixture and the precipitated solid was collected by filtration. The solid was washed with water (60 ml) and dried to give the objective compound (1.87 g) as white crystals. Reactants: BrC=1C=C2CC(NC2=CC1)=O (5-bromoindolin-2-one), C(C)N(CCNC(=O)C1=C(NC(=C1C)C=O)C)CC (N-(2-(diethylamino)ethyl)-5-formyl-2,4-dimethyl-1H-pyrrole-3-carboxamide), N1CCCCC1 (piperidine). The solvent is CCO (EtOH). Reaction conditions: temperature 80 celsius, time 1 hour. Yields the product BrC=1C=C2/C(/C(NC2=CC1)=O)=C/C1=C(C(=C(N1)C)C(=O)NCCN(CC)CC)C ((Z)-5-((5-bromo-2-oxoindolin-3-ylidene)methyl)-N-(2-(diethylamino)ethyl)-2,4-dimethyl-1H-pyrrole-3-carboxamide). Isolated yield 71.5%. As a reaction SMILES: [Br:1][C:2]1[CH:3]=[C:4]2[C:8](=[CH:9][CH:10]=1)[NH:7][C:6](=[O:11])[CH2:5]2.[CH2:12]([N:14]([CH2:29][CH3:30])[CH2:15][CH2:16][NH:17][C:18]([C:20]1[C:24]([CH3:25])=[C:23]([CH:26]=O)[NH:22][C:21]=1[CH3:28])=[O:19])[CH3:13].N1CCCCC1>CCO>[Br:1][C:2]1[CH:3]=[C:4]2[C:8](=[CH:9][CH:10]=1)[NH:7][C:6](=[O:11])/[C:5]/2=[CH:26]\[C:23]1[NH:22][C:21]([CH3:28])=[C:20]([C:18]([NH:17][CH2:16][CH2:15][N:14]([CH2:29][CH3:30])[CH2:12][CH3:13])=[O:19])[C:24]=1[CH3:25]. Procedure: To the solution of 5-bromoindolin-2-one (262 mg, 1.24 mmol) in EtOH (5 ml) was added N-(2-(diethylamino)ethyl)-5-formyl-2,4-dimethyl-1H-pyrrole-3-carboxamide (298 mg, 1.12 mmol) and piperidine (112 μL, 1.13 mmol). The mixture was stirred at 80° C. for 1 hour. After cooled down to room temperature, the reaction mixture was concentrated, filtrated, and washed with EtOH to give (Z)-5-((5-bromo-2-oxoindolin-3-ylidene)methyl)-N-(2-(diethylamino)ethyl)-2,4-dimethyl-1H-pyrrole-3-carboxamide (368 mg) as... The reactants are C(C1=CC=CC=C1)N1N=C(C2=C(C1=O)C=CC=N2)C2=CC(=CC=C2)Cl (6-benzyl-8-(3-chlorophenyl)pyrido-[2,3-d]pyridazin-5-one), COC1=CC=C(C=C1)P1(SP(S1)(C1=CC=C(C=C1)OC)=S)=S (2,4-bis(4-methoxyphenyl)-l,3-dithia-2,4-diphosphetane-2,4-disulfide). Run in C1(=CC=CC=C1)C (toluene). The product is C(C1=CC=CC=C1)N1N=C(C2=C(C1=S)C=CC=N2)C2=CC(=CC=C2)Cl (6-benzyl-8-(3-chlorophenyl)pyrido[2,3-d]pyridazin-5-thione). The yield is 38.6%. As a reaction SMILES: [CH2:1]([N:8]1[C:13](=O)[C:12]2[CH:15]=[CH:16][CH:17]=[N:18][C:11]=2[C:10]([C:19]2[CH:24]=[CH:23][CH:22]=[C:21]([Cl:25])[CH:20]=2)=[N:9]1)[C:2]1[CH:7]=[CH:6][CH:5]=[CH:4][CH:3]=1.COC1C=CC(P2(=S)SP(=S)(C3C=CC(OC)=CC=3)[S:35]2)=CC=1>C1(C)C=CC=CC=1>[CH2:1]([N:8]1[C:13](=[S:35])[C:12]2[CH:15]=[CH:16][CH:17]=[N:18][C:11]=2[C:10]([C:19]2[CH:24]=[CH:23][CH:22]=[C:21]([Cl:25])[CH:20]=2)=[N:9]1)[C:2]1[CH:7]=[CH:6][CH:5]=[CH:4][CH:3]=1. Procedure details: To a solution of 6-benzyl-8-(3-chlorophenyl)pyrido-[2,3-d]pyridazin-5-one (0.96 g, 2.76 mmoles) in toluene (100 mL) at room temperature under a nitrogen atmosphere was added solid 2,4-bis(4-methoxyphenyl)-l,3-dithia-2,4-diphosphetane-2,4-disulfide (Lawesson's Reagent) (0.67 g, 1.66 mmoles). The reaction mixture was heated under reflux for 18 hours, and then cooled and concentrated. Chromatography on silica gel using ethyl acetate/hexane (1:4) gave 0.233 g of 6-benzyl-8-(3-chlorophenyl)pyrido[2,3...